Dataset: the Open Reaction Database (ORD), a public repository of structured organic reaction records. Task: describe an organic reaction: reactants, conditions, products, and yield The reactants are C(C)OC(C(C(=O)OCC)=COCC)=O (ethoxymethylene malonic acid diethyl ester), IC=1C=C(N)C=CC1 (3-iodoaniline). Procedure: A mixture of ethoxymethylene malonic acid diethyl ester (13.72 g, 0.068 mol) and 3-iodoaniline (15 g, 0.068 mole) in toluene (230 ml) was refluxed for 1 h. After this period of time, solvents were removed under vacuum, and the crude material was precipitated in methyl tert-butyl ether and the resulting white solid was filtered, and dried under vacuum (24.3 g, 93%). The solvent is C1(=CC=CC=C1)C (toluene). Product: IC=1C=C(C=CC1)NC=C(C(=O)OCC)C(=O)OCC (Diethyl 2-((3-iodophenylamino)methylene)malonate). As a reaction SMILES: [CH2:1]([O:3][C:4](=[O:15])[C:5](=[CH:11]OCC)[C:6]([O:8][CH2:9][CH3:10])=[O:7])[CH3:2].[I:16][C:17]1[CH:18]=[C:19]([CH:21]=[CH:22][CH:23]=1)[NH2:20]>C1(C)C=CC=CC=1>[I:16][C:17]1[CH:18]=[C:19]([NH:20][CH:11]=[C:5]([C:4]([O:3][CH2:1][CH3:2])=[O:15])[C:6]([O:8][CH2:9][CH3:10])=[O:7])[CH:21]=[CH:22][CH:23]=1. Starting materials: CNC (dimethylamine), COC1=C(C(=O)Cl)C(=CC=C1)OC (2,6-dimethoxybenzoyl chloride), CCOC(=O)C (EtOAc). Solvent: C1CCOC1 (THF). Reaction conditions: time 18 hour. Product: COC1=C(C(=O)N(C)C)C(=CC=C1)OC (2,6-Dimethoxy-N,N-dimethylbenzamide). Reaction SMILES: [CH3:1][NH:2][CH3:3].[CH3:4][O:5][C:6]1[CH:14]=[CH:13][CH:12]=[C:11]([O:15][CH3:16])[C:7]=1[C:8](Cl)=[O:9].CCOC(C)=O>C1COCC1>[CH3:4][O:5][C:6]1[CH:14]=[CH:13][CH:12]=[C:11]([O:15][CH3:16])[C:7]=1[C:8]([N:2]([CH3:3])[CH3:1])=[O:9]. Reported procedure: To a solution of dimethylamine (42 mL, 84 mmol) in THF at 0° C. is added 2,6-dimethoxybenzoyl chloride (5.58 g, 27.8 mmol) and it is warmed to RT and stirred for 18 h. The mixture is poured to EtOAc, washed with water, 1 N HCl solution and brine. The solvent is removed and concentrated to give the title compound and it is used in the next step. Starting materials: N(=[N+]=[N-])C1CC2N(C3=C(CC4=C2C=CC=C4)C=CC=C3)CC1 (2-azido-1,2,3,4,10,14b-hexahydro-pyridino[1,2-a]-dibenzo[c,f]-azepine), [H-].[H-].[H-].[H-].[Li+].[Al+3] (LiAlH4), O (water). Solvent: CCOCC (ether). Product: NC1CC2N(C3=C(CC4=C2C=CC=C4)C=CC=C3)CC1 (2-amino-1,2,3,4,10,14b-hexahydro-pyridino[1,2-a]-dibenzo[c,f]-azepine). RXN SMILES: [N:1]([CH:4]1[CH2:22][CH2:21][N:7]2[C:8]3[CH:20]=[CH:19][CH:18]=[CH:17][C:9]=3[CH2:10][C:11]3[CH:16]=[CH:15][CH:14]=[CH:13][C:12]=3[CH:6]2[CH2:5]1)=[N+]=[N-].[H-].[H-].[H-].[H-].[Li+].[Al+3].O>CCOCC>[NH2:1][CH:4]1[CH2:22][CH2:21][N:7]2[C:8]3[CH:20]=[CH:19][CH:18]=[CH:17][C:9]=3[CH2:10][C:11]3[CH:16]=[CH:15][CH:14]=[CH:13][C:12]=3[CH:6]2[CH2:5]1 |f:1.2.3.4.5.6|. Procedure: 4 g of 2-azido-1,2,3,4,10,14b-hexahydro-pyridino[1,2-a]-dibenzo[c,f]-azepine (axial) is added to a suspension of 3 g of LiAlH4 in dry ether. The mixture obtained is heated for 1 hour, and after that cooled down. Then 12 ml of water are added to the mixture dropwise, whereby an inorganic precipitate is formed. The inorganic residue is removed by filtration after which the filtrate is evaporated to dryness.